The task is: describe an organic reaction: reactants, conditions, products, and yield. This data is from the Open Reaction Database (ORD), a public repository of structured organic reaction records. The reactants are NCCCCCC(=O)O (6-aminocaproic acid), CO (MeOH), Cl (hydrogen chloride). Run at time 5 hour. Product: NCCCCCC(=O)OC (Methyl 6-Aminohexanoate). Isolated yield 75.0%. Reaction SMILES: [NH2:1][CH2:2][CH2:3][CH2:4][CH2:5][CH2:6][C:7]([OH:9])=[O:8].Cl.[CH3:11]O>>[NH2:1][CH2:2][CH2:3][CH2:4][CH2:5][CH2:6][C:7]([O:9][CH3:11])=[O:8]. Reported procedure: To a suspension of 6-aminocaproic acid (3.00 g, 22.9 mmol) in anhydrous MeOH (60 mL) was introduced hydrogen chloride gas for 25 minutes, during which time the suspension became clear. The solution was then stirred at room temperature for 5 hours and MeOH was removed in vacuo. The residue was recrystallized from THF to give a white solid (3.10 g). (Yield: 75%).